This data is from the Open Reaction Database (ORD), a public repository of structured organic reaction records. The task is: describe an organic reaction: reactants, conditions, products, and yield Reactants: C(C)(C)(C)[Si](O[C@H]1CC[C@H](CC1)N1C(C(CC1)CC1=C(C=C(C=C1Cl)OS(=O)(=O)C(F)(F)F)Cl)=O)(C)C (trifluoro-methanesulfonic acid 4-{1-[cis-4-(tert-butyl-dimethyl-silanyloxy)-cyclohexyl]-2-oxo-pyrrolidin-3-yl methyl}-3,5-dichloro-phenyl ester), CN1N=CC(=C1)B1OC(C(O1)(C)C)(C)C (1-methyl-4-(4,4,5,5-tetramethyl-1,3,2-dioxaborolan-2-yl)-1H-pyrazole), C([O-])([O-])=O.[Na+].[Na+] (sodium carbonate). The reagents and catalysts are C=1C=CC(=CC1)[P](C=2C=CC=CC2)(C=3C=CC=CC3)[Pd]([P](C=4C=CC=CC4)(C=5C=CC=CC5)C=6C=CC=CC6)([P](C=7C=CC=CC7)(C=8C=CC=CC8)C=9C=CC=CC9)[P](C=1C=CC=CC1)(C=1C=CC=CC1)C=1C=CC=CC1 (tetrakis(triphenylphosphine)palladium). Solvent: C(OC)COC (dimethoxyethane). The product is C(C)(C)(C)[Si](O[C@H]1CC[C@H](CC1)N1C(C(CC1)CC1=C(C=C(C=C1Cl)C=1C=NN(C1)C)Cl)=O)(C)C (1-[cis-4-(tert-Butyl-dimethyl-silanyloxy)-cyclohexyl]-3-[2,6-dichloro-4-(1-methyl-1H-pyrazol-4-yl)-benzyl]-pyrrolidin-2-one). As a reaction SMILES: [C:1]([Si:5]([CH3:37])([CH3:36])[O:6][C@@H:7]1[CH2:12][CH2:11][C@H:10]([N:13]2[CH2:17][CH2:16][CH:15]([CH2:18][C:19]3[C:24]([Cl:25])=[CH:23][C:22](OS(C(F)(F)F)(=O)=O)=[CH:21][C:20]=3[Cl:34])[C:14]2=[O:35])[CH2:9][CH2:8]1)([CH3:4])([CH3:3])[CH3:2].[CH3:38][N:39]1[CH:43]=[C:42](B2OC(C)(C)C(C)(C)O2)[CH:41]=[N:40]1.C(=O)([O-])[O-].[Na+].[Na+]>C1C=CC([P]([Pd]([P](C2C=CC=CC=2)(C2C=CC=CC=2)C2C=CC=CC=2)([P](C2C=CC=CC=2)(C2C=CC=CC=2)C2C=CC=CC=2)[P](C2C=CC=CC=2)(C2C=CC=CC=2)C2C=CC=CC=2)(C2C=CC=CC=2)C2C=CC=CC=2)=CC=1.C(COC)OC>[C:1]([Si:5]([CH3:37])([CH3:36])[O:6][C@@H:7]1[CH2:8][CH2:9][C@H:10]([N:13]2[CH2:17][CH2:16][CH:15]([CH2:18][C:19]3[C:24]([Cl:25])=[CH:23][C:22]([C:42]4[CH:41]=[N:40][N:39]([CH3:38])[CH:43]=4)=[CH:21][C:20]=3[Cl:34])[C:14]2=[O:35])[CH2:11][CH2:12]1)([CH3:4])([CH3:2])[CH3:3] |f:2.3.4,^1:62,64,83,102|. Procedure details: Using the method of Example 81 and trifluoro-methanesulfonic acid 4-{1-[cis-4-(tert-butyl-dimethyl-silanyloxy)-cyclohexyl]-2-oxo-pyrrolidin-3-yl methyl}-3,5-dichloro-phenyl ester (Preparation 74) (0.400 g, 0.658 mmol), 1-methyl-4-(4,4,5,5-tetramethyl-1,3,2-dioxaborolan-2-yl)-1H-pyrazole (0.411, 1.97 mmol), tetrakis(triphenylphosphine)palladium (0.076 g, 0.0658 mmol), dimethoxyethane (5 mL) and sodium carbonate (2M, 1.8 mL) gives the title compound. Purify the crude material over silica gel (3/1 ... The reactants are C(CCC)OC1=NC(=C2N=C(N(C2=N1)CCCNCC1OCCC1)OC)N (2-(Butyloxy)-8-(methyloxy)-9-{3-[(tetrahydro-2-furanylmethyl)amino]propyl}-9H-purin-6-amine), FC(C(=O)O)(F)F.C(CCC)OC=1NC(=C2N=C(N=C2N1)OC)N (2-(butyloxy)-8-(methyloxy)-1H-purin-6-amine trifluoroacetate), O1C(CCC1)CCN (2-(tetrahydro-2-furanyl)ethanamine). The product is C(CCC)OC1=NC(=C2N=C(N(C2=N1)CCCNCCC1OCCC1)OC)N (2-(Butyloxy)-8-(methyloxy)-9-(3-{[2-(tetrahydro-2-furanyl)ethyl]amino}propyl)-9H-purin-6-amine). As a reaction SMILES: [CH2:1]([O:5][C:6]1[N:14]=[C:13]2[C:9]([N:10]=[C:11]([O:25][CH3:26])[N:12]2[CH2:15][CH2:16][CH2:17][NH:18][CH2:19][CH:20]2[CH2:24][CH2:23][CH2:22]O2)=[C:8]([NH2:27])[N:7]=1)[CH2:2][CH2:3][CH3:4].FC(F)(F)[C:30](O)=[O:31].C(OC1NC(N)=C2C(N=1)=NC(OC)=N2)CCC.O1CCCC1CCN>>[CH2:1]([O:5][C:6]1[N:14]=[C:13]2[C:9]([N:10]=[C:11]([O:25][CH3:26])[N:12]2[CH2:15][CH2:16][CH2:17][NH:18][CH2:19][CH2:20][CH:24]2[CH2:23][CH2:22][CH2:30][O:31]2)=[C:8]([NH2:27])[N:7]=1)[CH2:2][CH2:3][CH3:4] |f:1.2|. Procedure: Prepared similarly to Intermediate 15 from 2-(butyloxy)-8-(methyloxy)-1H-purin-6-amine trifluoroacetate and 2-(tetrahydro-2-furanyl)ethanamine. Reactants: C1CCNC1, ClCCl, Cc1ccccc1, Cc1cc(N2CCCC2)c2ccc(OCc3ccc(Cl)nc3)cc2n1, Cl, c1ccc(P(c2ccccc2)c2ccc3ccccc3c2-c2c(P(c3ccccc3)c3ccccc3)ccc3ccccc23)cc1. The product is Cc1cc(N2CCCC2)c2ccc(OCc3ccc(N4CCCC4)nc3)cc2n1. RXN SMILES: [CH2:73]1[CH2:74][CH2:75][NH:76][CH2:77]1.[CH2:85]([Cl:86])[Cl:87].[CH3:78][c:79]1[cH:80][cH:81][cH:82][cH:83][cH:84]1.[Cl:2][c:3]1[cH:4][cH:5][c:6]([CH2:9][O:10][c:11]2[cH:12][cH:13][c:14]3[c:15]([N:22]4[CH2:23][CH2:24][CH2:25][CH2:26]4)[cH:16][c:17]([CH3:21])[n:18][c:19]3[cH:20]2)[cH:7][n:8]1.[ClH:1].[cH:27]1[cH:28][cH:29][c:30]([P:31]([c:32]2[cH:33][cH:34][c:35]3[c:36]([cH:37][cH:38][cH:39][cH:40]3)[c:41]2-[c:42]2[c:43]3[c:44]([cH:45][cH:46][cH:47][cH:48]3)[cH:49][cH:50][c:51]2[P:52]([c:53]2[cH:54][cH:55][cH:56][cH:57][cH:58]2)[c:59]2[cH:60][cH:61][cH:62][cH:63][cH:64]2)[c:65]2[cH:66][cH:67][cH:68][cH:69][cH:70]2)[cH:71][cH:72]1>>[c:3]1([N:76]2[CH2:75][CH2:74][CH2:73][CH2:77]2)[cH:4][cH:5][c:6]([CH2:9][O:10][c:11]2[cH:12][cH:13][c:14]3[c:15]([N:22]4[CH2:23][CH2:24][CH2:25][CH2:26]4)[cH:16][c:17]([CH3:21])[n:18][c:19]3[cH:20]2)[cH:7][n:8]1. The reactants are CC(=O)Nc1ccc(C(=O)O)cc1, N#CC1(NC(=O)C(N)CC2CCCCC2)CCOCC1, ClCCCl, Cl, CN(C)C=O, On1nnc2ccccc21. Yields the product CC(=O)Nc1ccc(C(=O)NC(CC2CCCCC2)C(=O)NC2(C#N)CCOCC2)cc1. As a reaction SMILES: [C:1]([CH3:2])(=[O:3])[NH:4][c:5]1[cH:6][cH:7][c:8]([C:9](=[O:10])[OH:11])[cH:12][cH:13]1.[C:29](#[N:30])[C:31]1([NH:37][C:38](=[O:39])[CH:40]([CH2:41][CH:42]2[CH2:43][CH2:44][CH2:45][CH2:46][CH2:47]2)[NH2:48])[CH2:32][CH2:33][O:34][CH2:35][CH2:36]1.[CH2:14]([Cl:15])[CH2:16][Cl:17].[ClH:28].[O:49]=[CH:50][N:51]([CH3:52])[CH3:53].[OH:18][n:19]1[c:20]2[c:21]([cH:22][cH:23][cH:24][cH:25]2)[n:26][n:27]1>>[C:1]([CH3:2])(=[O:3])[NH:4][c:5]1[cH:6][cH:7][c:8]([C:9](=[O:11])[NH:48][CH:40]([C:38]([NH:37][C:31]2([C:29]#[N:30])[CH2:32][CH2:33][O:34][CH2:35][CH2:36]2)=[O:39])[CH2:41][CH:42]2[CH2:43][CH2:44][CH2:45][CH2:46][CH2:47]2)[cH:12][cH:13]1. The reactants are final solution, OCC1=CC2=C(N(C(=N2)CN2C(N(C3=C2C=CC=C3)C(C)C)=O)CCC(C)C)C=C1 (1-[5-hydroxymethyl-1-(3-methyl-butyl)-1H-benzoimidazol-2-ylmethyl]-3-isopropyl-1,3-dihydro-benzoimidazol-2-one), TEA, CS(=O)(=O)Cl (methanesulfonyl chloride). Run in C(Cl)Cl (DCM). Product: C(C)(C)N1C(N(C2=C1C=CC=C2)CC2=NC1=C(N2CCC(C)C)C=CC(=C1)COS(=O)(=O)C)=O (methanesulfonic acid 2-(3-isopropyl-2-oxo-2,3-dihydro-benzoimidazol-1-ylmethyl)-1-(3-methyl-butyl)-1H-benzoimidazol-5-ylmethyl ester). The yield is 33.7%. RXN SMILES: [OH:1][CH2:2][C:3]1[CH:30]=[CH:29][C:6]2[N:7]([CH2:24][CH2:25][CH:26]([CH3:28])[CH3:27])[C:8]([CH2:10][N:11]3[C:15]4[CH:16]=[CH:17][CH:18]=[CH:19][C:14]=4[N:13]([CH:20]([CH3:22])[CH3:21])[C:12]3=[O:23])=[N:9][C:5]=2[CH:4]=1.[CH3:31][S:32](Cl)(=[O:34])=[O:33]>C(Cl)Cl>[CH:20]([N:13]1[C:14]2[CH:19]=[CH:18][CH:17]=[CH:16][C:15]=2[N:11]([CH2:10][C:8]2[N:7]([CH2:24][CH2:25][CH:26]([CH3:28])[CH3:27])[C:6]3[CH:29]=[CH:30][C:3]([CH2:2][O:1][S:32]([CH3:31])(=[O:34])=[O:33])=[CH:4][C:5]=3[N:9]=2)[C:12]1=[O:23])([CH3:21])[CH3:22]. Procedure: To a solution of 1-[5-hydroxymethyl-1-(3-methyl-butyl)-1H-benzoimidazol-2-ylmethyl]-3-isopropyl-1,3-dihydro-benzoimidazol-2-one (155 mg, 0.38 mmol) and TEA (130 mg, 1.14 mmol) in DCM (5 mL) was added methanesulfonyl chloride (87 mg, 0.76 mmol) at 0° C. The final solution was stirred at ambient temperature for 12 h then washed with sat. NaHCO3 and brine. The organic layer was dried with MgSO4 and evaporated. The residue was purified by flash chromatography (hexanes:EtOAc 2:1 to 1:1) to give 62 mg... Starting materials: Cl (hydrochloric acid), FC1=C(C=CC(=C1)F)C(C(C(=O)OCC)(F)F)(CN1N=CN=C1)O (ethyl 3-(2,4-difluorophenyl)-2,2-difluoro-3-hydroxy-4-(1H-1,2,4-triazol-1-yl)butyrate), ClC1=CC=C(N)C=C1 (4-chloroaniline), C(C)(=O)OCC (ethyl acetate). Run in O (water). The product is ClC1=CC=C(C=C1)NC(C(C(CN1N=CN=C1)(O)C1=C(C=C(C=C1)F)F)(F)F)=O (N-(4-chlorophenyl)-3-(2,4-difluorophenyl)-2,2-difluoro-3-hydroxy-4-(1H-1,2,4-triazol-1-yl)butanamide). The yield is 24.3%. As a reaction SMILES: [F:1][C:2]1[CH:7]=[C:6]([F:8])[CH:5]=[CH:4][C:3]=1[C:9]([OH:24])([CH2:18][N:19]1[CH:23]=[N:22][CH:21]=[N:20]1)[C:10]([F:17])([F:16])[C:11](OCC)=[O:12].[Cl:25][C:26]1[CH:32]=[CH:31][C:29]([NH2:30])=[CH:28][CH:27]=1.C(OCC)(=O)C.Cl>O>[Cl:25][C:26]1[CH:32]=[CH:31][C:29]([NH:30][C:11](=[O:12])[C:10]([F:16])([F:17])[C:9]([C:3]2[CH:4]=[CH:5][C:6]([F:8])=[CH:7][C:2]=2[F:1])([OH:24])[CH2:18][N:19]2[CH:23]=[N:22][CH:21]=[N:20]2)=[CH:28][CH:27]=1. Reported procedure: A mixture of 100 mg of ethyl 3-(2,4-difluorophenyl)-2,2-difluoro-3-hydroxy-4-(1H-1,2,4-triazol-1-yl)butyrate and 370 mg of 4-chloroaniline was subjected to reaction at 150°-160° C. for 5 hours. The reaction mixture was cooled to room temperature. Thereto were added 10 ml of ethyl acetate and 5 ml of water. The resulting solution was adjusted to pH 2.0 with 6N hydrochloric acid. The organic layer was separated, washed with a saturated aqueous sodium chloride solution, and then dried over anhydrou... Starting materials: 300, [H-].[Na+] (NaH), [H-].[Na+] (Sodium hydride), oil, [H][H] (hydrogen), C(=O)([O-])[O-].[K+].[K+] (K2CO3), C(C1=CC=CC=C1)Cl (Benzyl chloride), C1=CC(=CC(=C1)Cl)C(=O)OO (MCPBA), [Li+].CC(C)[N-]C(C)C (LDA), C1CCNC(=O)C1 (d-valerolactam), RCl, S(=O)(=O)(C(F)(F)F)O (TfOH), C1(=CC=CC=C1)[Se]Cl (PhSeCl). Solvent: C1CCOC1 (THF), CCCCCC (hexane), C1CCOC1 (THF), C(Cl)Cl (CH2Cl2), C1CCOC1 (THF), C1CCOC1 (THF), C1CCOC1 (THF), CN(C)P(=O)(N(C)C)N(C)C (HMPA). Reaction conditions: temperature 0 celsius, time 30 minute. Yields the product C(C1=CC=CC=C1)N1C(CCCC1)=O (N-benzyl-2-piperidone). Yield: 69.0%. Reaction SMILES: S(O)(C(F)(F)F)(=O)=O.[H-].[Na+].C([O-])([O-])=O.[K+].[K+].[Li+].CC([N-]C(C)C)C.C1([Se]Cl)C=CC=CC=1.[CH:33]1[CH:38]=[C:37](Cl)[CH:36]=[C:35]([C:40](OO)=O)[CH:34]=1.[CH2:44]1[CH2:50][C:48](=[O:49])[NH:47][CH2:46][CH2:45]1.[H][H].C(Cl)C1C=CC=CC=1>CCCCCC.C1COCC1.C(Cl)Cl.CN(P(N(C)C)(N(C)C)=O)C>[CH2:40]([N:47]1[CH2:46][CH2:45][CH2:44][CH2:50][C:48]1=[O:49])[C:35]1[CH:34]=[CH:33][CH:38]=[CH:37][CH:36]=1 |f:1.2,3.4.5,6.7|. Procedure details: General experimental procedure for the preparation of 300 FIG. 10, Scheme D: Reaction conditions: (a) 1. NaH, THF, 0° C. to RT; 2. RCl; (b) 1. LDA, THF, −78° C.; 2. PhSeCl, HMPA, THF, −78° C. to RT; (c) MCPBA, CH2Cl2, 0° C. to RT. Typical experimental procedure for the preparation of 5-described for the case in which n=2 and R=Bn: Sodium hydride dispersion in oil (60%, 2.08 g, 52.0 mmol) was washed with anhydrous hexane (3×10 mL) under argon atmosphere, resuspended in dry THF (50 mL), and cooled...